Dataset: the Open Reaction Database (ORD), a public repository of structured organic reaction records. Task: describe an organic reaction: reactants, conditions, products, and yield Starting materials: CC1(C)C(C=C(Cl)c2ccc(Cl)cc2)C1C(=O)O, CN(C)C=O, Fc1ccc(C(F)(F)Br)c(F)c1F, [K]. Product: CC1(C)C(C=C(Cl)c2ccc(Cl)cc2)C1C(=O)OC(F)(F)c1ccc(F)c(F)c1F. As a reaction SMILES: [CH3:2][C:3]1([CH3:19])[CH:4]([C:16](=[O:17])[OH:18])[CH:5]1[CH:6]=[C:7]([c:8]1[cH:9][cH:10][c:11]([Cl:14])[cH:12][cH:13]1)[Cl:15].[CH3:33][N:34]([CH3:35])[CH:36]=[O:37].[F:20][c:21]1[c:22]([F:32])[c:23]([F:31])[c:24]([C:25]([F:26])([F:27])[Br:28])[cH:29][cH:30]1.[K:1]>>[CH3:2][C:3]1([CH3:19])[CH:4]([C:16](=[O:17])[O:18][C:25]([c:24]2[c:23]([F:31])[c:22]([F:32])[c:21]([F:20])[cH:30][cH:29]2)([F:26])[F:27])[CH:5]1[CH:6]=[C:7]([c:8]1[cH:9][cH:10][c:11]([Cl:14])[cH:12][cH:13]1)[Cl:15]. Starting materials: O=C(O)c1ccc2c(c1)COC2=O, Cc1ccccc1, CN(C)C=O, [Cl-], CC(C)(N)CO, C1CCOC1, O=S(Cl)Cl. Yields the product CC(C)(CO)NC(=O)c1ccc2c(c1)COC2=O. Reaction SMILES: [C:1](=[O:2])([OH:3])[c:4]1[cH:5][c:6]2[c:11]([cH:12][cH:13]1)[C:9](=[O:10])[O:8][CH2:7]2.[CH3:30][c:31]1[cH:32][cH:33][cH:34][cH:35][cH:36]1.[CH3:37][N:38]([CH3:39])[CH:40]=[O:41].[Cl-:18].[NH2:19][C:20]([CH2:21][OH:22])([CH3:23])[CH3:24].[O:25]1[CH2:26][CH2:27][CH2:28][CH2:29]1.[S:14]([Cl:15])([Cl:16])=[O:17]>>[C:1](=[O:3])([c:4]1[cH:5][c:6]2[c:11]([cH:12][cH:13]1)[C:9](=[O:10])[O:8][CH2:7]2)[NH:19][C:20]([CH2:21][OH:22])([CH3:23])[CH3:24].